This data is from the Open Reaction Database (ORD), a public repository of structured organic reaction records. The task is: describe an organic reaction: reactants, conditions, products, and yield Reactants: [Li].ClC=1C=C(C=C(C1)OC(F)F)C(=CC(C(=O)OCC)=O)[O-] (Lithium 1-(3-chloro-5-difluoromethoxyphenyl)-4-ethoxy-3,4-dioxobut-1-en-1-olate), ClC=1C=C(C=C(C1)F)C1=CC(=NN1C1=NC=CC=C1)C(=O)O (5-(3-Chloro-5-fluorophenyl)-1-(pyridin-2-yl)-1H-pyrazole-3-carboxylic acid), Cl.N1=CC(=CC=C1)NN (3-pyridylhydrazine hydrochloride). Product: ClC=1C=C(C=C(C1)OC(F)F)C1=CC(=NN1C=1C=NC=CC1)C(=O)O (5-(3-Chloro-5-difluoromethoxyphenyl)-1-(pyridin-3-yl)-1H-pyrazole-3-carboxylic acid). RXN SMILES: [Li].[Cl:2][C:3]1[CH:4]=[C:5]([C:13]([O-])=[CH:14][C:15](=O)[C:16]([O:18]CC)=[O:17])[CH:6]=[C:7]([O:9][CH:10]([F:12])[F:11])[CH:8]=1.ClC1C=C(C2N(C3C=CC=CN=3)N=C(C(O)=O)C=2)C=C(F)C=1.Cl.[N:46]1[CH:51]=[CH:50][CH:49]=[C:48]([NH:52][NH2:53])[CH:47]=1>>[Cl:2][C:3]1[CH:4]=[C:5]([C:13]2[N:52]([C:48]3[CH:47]=[N:46][CH:51]=[CH:50][CH:49]=3)[N:53]=[C:15]([C:16]([OH:18])=[O:17])[CH:14]=2)[CH:6]=[C:7]([O:9][CH:10]([F:11])[F:12])[CH:8]=1 |f:0.1,3.4,^1:0|. Procedure: 350 mg (0.80 mmol) of the compound of Example 8A is reacted analogously to the synthesis of the compound of Example 20A with 128 mg (0.88 mmol) of 3-pyridylhydrazine hydrochloride. After hydrolysis, 176 mg (60% of theory) of the title compound is obtained.